From a dataset of the Open Reaction Database (ORD), a public repository of structured organic reaction records. describe an organic reaction: reactants, conditions, products, and yield The reactants are CI (methyl iodide), FC(C=1C=C(C=CC1[N+](=O)[O-])N1C(NC(C1=O)(C)C)=O)(F)F (1-(3-trifluoromethyl-4-nitro-phenyl)-4,4-dimethyl-imidazoline-2,5-dione), suspension, [H-].[Na+] (sodium hydride), water ice. The solvent is CN(C=O)C (dimethylformamide), CN(C=O)C (dimethylformamide), CN(C=O)C (dimethylformamide). Conditions: time 15 minute. The product is [N+](=O)([O-])C1=C(C=C(C=C1)N1C(N(C(C1=O)(C)C)C)=O)C(F)(F)F (1-(4-nitro-3-trifluoromethyl-phenyl)-3,4,4-trimethyl-2,5-imidazolidinedione). As a reaction SMILES: [F:1][C:2]([F:22])([F:21])[C:3]1[CH:4]=[C:5]([N:12]2[C:16](=[O:17])[C:15]([CH3:19])([CH3:18])[NH:14][C:13]2=[O:20])[CH:6]=[CH:7][C:8]=1[N+:9]([O-:11])=[O:10].[H-].[Na+].[CH3:25]I>CN(C)C=O>[N+:9]([C:8]1[CH:7]=[CH:6][C:5]([N:12]2[C:16](=[O:17])[C:15]([CH3:19])([CH3:18])[N:14]([CH3:25])[C:13]2=[O:20])=[CH:4][C:3]=1[C:2]([F:1])([F:21])[F:22])([O-:11])=[O:10] |f:1.2|. Procedure: A solution of 3.17 g of 1-(3-trifluoromethyl-4-nitro-phenyl)-4,4-dimethyl-imidazoline-2,5-dione (French Patent No. 2,329,276) and 32 ml of dimethylformamide were added at 23° C. to 26° C. to a 50% suspension of 492 mg of sodium hydride in oil and 3 ml of dimethylformamide and after stirring for 15 minutes, a solution of 0.7 ml of methyl iodide in 2 ml of dimethylformamide was added. The mixture was stirred for 25 minutes at 24° C. to 28° C. and was then poured into 200 g of a 1--1 water-ice mixt... Reactants: N1=C(C=CC=C1)C1=CC(=NO1)C(=O)OCC (ethyl 5-(pyridin-2-yl)isoxazole-3-carboxylate), BrN1C(CCC1=O)=O (N-bromosuccinimide). The solvent is FC(C(=O)O)(F)F (trifluoroacetic acid), C(C)(=O)OCC (ethyl acetate). The product is BrC=1C(=NOC1C1=NC=CC=C1)C(=O)OCC (ethyl 4-bromo-5-(pyridin-2-yl)isoxazole-3-carboxylate). Yield: 69.1%. Reaction SMILES: [N:1]1[CH:6]=[CH:5][CH:4]=[CH:3][C:2]=1[C:7]1[O:11][N:10]=[C:9]([C:12]([O:14][CH2:15][CH3:16])=[O:13])[CH:8]=1.[Br:17]N1C(=O)CCC1=O>FC(F)(F)C(O)=O.C(OCC)(=O)C>[Br:17][C:8]1[C:9]([C:12]([O:14][CH2:15][CH3:16])=[O:13])=[N:10][O:11][C:7]=1[C:2]1[CH:3]=[CH:4][CH:5]=[CH:6][N:1]=1. Procedure: A solution of ethyl 5-(pyridin-2-yl)isoxazole-3-carboxylate (212 mg, 0.972 mmol) and N-bromosuccinimide (432 mg, 2.43 mmol) in trifluoroacetic acid (6 mL) was heated to 150° C. for 30 minutes via microwave. Concentration under reduced pressure afforded a yellow oil which was diluted with ethyl acetate (80 mL), washed with a saturated aqueous solution of sodium bicarbonate (20 mL), washed with brine (20 mL), and dried over anhydrous sodium sulfate. Concentration under reduced pressure followed by... Reactants: ClC=1C(=C(C=NC1)C(COC)=O)COC1OCCCC1 (1-[5-chloro-4-(tetrahydro-pyran-2-yloxymethyl)-pyridin-3-yl]-2-methoxy-ethanone). Solvent: C(C)O (ethanol). Run at time 8 hour. Yields the product ClC=1C(=C(C=NC1)C(COC)=O)CO (1-(5-Chloro-4-hydroxymethyl-pyridin-3-yl)-2-methoxy-ethanone). RXN SMILES: [Cl:1][C:2]1[C:3]([CH2:13][O:14]C2CCCCO2)=[C:4]([C:8](=[O:12])[CH2:9][O:10][CH3:11])[CH:5]=[N:6][CH:7]=1>C(O)C>[Cl:1][C:2]1[C:3]([CH2:13][OH:14])=[C:4]([C:8](=[O:12])[CH2:9][O:10][CH3:11])[CH:5]=[N:6][CH:7]=1. Procedure: To a solution of 1-[5-chloro-4-(tetrahydro-pyran-2-yloxymethyl)-pyridin-3-yl]-2-methoxy-ethanone (0.14 g, 0.46 mmol) in ethanol (15 mL) p-TsOH monohydrate was added. After stirring overnight at RT, solvent was evaporated and the residue was purified by flash chromatography on silica gel with EA/hexane to provide the title compound as a colourless oil. MS (m/z): 216.0 [M+H+]. As a reaction SMILES: [CH2:1]([c:2]1[cH:3][cH:4][cH:5][cH:6][cH:7]1)[N:8]1[CH:9]([CH2:21][O:22][C:23](=[O:24])[O:25][c:26]2[cH:27][cH:28][cH:29][cH:30][cH:31]2)[CH2:10][N:11]([CH2:14][c:15]2[cH:16][cH:17][cH:18][cH:19][cH:20]2)[CH2:12][CH2:13]1.[CH2:32]1[CH2:33][CH2:34][NH:35][CH2:36][CH2:37]1>>[CH2:1]([c:2]1[cH:3][cH:4][cH:5][cH:6][cH:7]1)[N:8]1[CH:9]([CH2:21][O:22][C:23](=[O:24])[N:35]2[CH2:34][CH2:33][CH2:32][CH2:37][CH2:36]2)[CH2:10][N:11]([CH2:14][c:15]2[cH:16][cH:17][cH:18][cH:19][cH:20]2)[CH2:12][CH2:13]1. Starting materials: O=C(OCC1CN(Cc2ccccc2)CCN1Cc1ccccc1)Oc1ccccc1, C1CCNCC1. Product: O=C(OCC1CN(Cc2ccccc2)CCN1Cc1ccccc1)N1CCCCC1. Starting materials: II (iodine), [Cl-].[Li+] (lithium chloride), [Cu](C#N)C#N (copper cyanide), II (iodine), solution, C(C)(C)[Mg]Cl (isopropylmagnesium chloride), C(C#C)(=O)OC (methyl propiolate). Run in O1CCCC1 (tetrahydrofuran), O1CCCC1 (tetrahydrofuran), O1CCCC1 (tetrahydrofuran). Reaction conditions: temperature 25 celsius, time 10 minute. Product: hexanes diethyl ether, COC(/C(=C\C(C)C)/I)=O ((E)-2-iodo-4-methyl-pentenoic acid methyl ester). Isolated yield 49.0%. As a reaction SMILES: [Cl-].[Li+].[Cu](C#N)C#N.[CH:8]([Mg]Cl)([CH3:10])[CH3:9].[C:13]([O:17][CH3:18])(=[O:16])[C:14]#[CH:15].[I:19]I>O1CCCC1>[CH3:18][O:17][C:13](=[O:16])/[C:14](/[I:19])=[CH:15]\[CH:8]([CH3:10])[CH3:9] |f:0.1|. Procedure: A mixture of lithium chloride (1.69 g, 40 mmol, predried at 130° C. under high vacuum for 2 h) and copper cyanide (1.79 g, 20 mmol) in dry tetrahydrofuran (20 mL) was stirred at 25° C. under argon for 10 min to obtain a clear solution. The reaction mixture was cooled to −70° C. and then slowly treated with a 2M solution of isopropylmagnesium chloride in tetrahydrofuran (10 mL, 20 mmol). After addition, the reaction mixture was allowed to warm to −30° C. where it was stirred for 5 min. The result...